Dataset: the Open Reaction Database (ORD), a public repository of structured organic reaction records. Task: describe an organic reaction: reactants, conditions, products, and yield Starting materials: IC1=C(C=NC=C1)N(C(C1=CC(=CC(=C1)C(F)(F)F)C(F)(F)F)=O)C (N-(4-iodo-pyridin-3-yl)-N-methyl-3,5-bis-trifluoromethyl-benzamide), COC1=CC=C(C=N1)B(O)O (6-methoxypyridin-3-ylboronic acid). Run in CCCCCCC.CCOC(=O)C (n-heptane EtOAc). Yields the product COC1=CC=C(C=N1)C1=C(C=NC=C1)N(C(C1=CC(=CC(=C1)C(F)(F)F)C(F)(F)F)=O)C (N-(6-Methoxy-[3,4]bipyridinyl-3′-yl)-N-methyl-3,5-bis-trifluoromethyl-benzamide). RXN SMILES: I[C:2]1[CH:7]=[CH:6][N:5]=[CH:4][C:3]=1[N:8]([CH3:25])[C:9](=[O:24])[C:10]1[CH:15]=[C:14]([C:16]([F:19])([F:18])[F:17])[CH:13]=[C:12]([C:20]([F:23])([F:22])[F:21])[CH:11]=1.[CH3:26][O:27][C:28]1[N:33]=[CH:32][C:31](B(O)O)=[CH:30][CH:29]=1>CCCCCCC.CCOC(C)=O>[CH3:26][O:27][C:28]1[N:33]=[CH:32][C:31]([C:2]2[CH:7]=[CH:6][N:5]=[CH:4][C:3]=2[N:8]([CH3:25])[C:9](=[O:24])[C:10]2[CH:15]=[C:14]([C:16]([F:19])([F:18])[F:17])[CH:13]=[C:12]([C:20]([F:23])([F:22])[F:21])[CH:11]=2)=[CH:30][CH:29]=1 |f:2.3|. Procedure details: The title compound was prepared in analogy to example 72, from N-(4-iodo-pyridin-3-yl)-N-methyl-3,5-bis-trifluoromethyl-benzamide (example 98, intermediate a) and 6-methoxypyridin-3-ylboronic acid (CAS RN 163105-89-3) and using a gradient of n-heptane:EtOAc (100:0 to 60:40) for the chromatographic separation. Colorless solid (74%). MS (ESI): m/z=456.113 [M+H]+.